From a dataset of the Open Reaction Database (ORD), a public repository of structured organic reaction records. describe an organic reaction: reactants, conditions, products, and yield Starting materials: C[C@@H]1NC(OC1(C)C)=O ((S)-4,5,5-Trimethyloxazolidin-2-one), C(CCC)[Li] (butyllithium), C(C(C)(C)C)(=O)Cl (pivaloyl chloride). The solvent is O1CCCC1 (tetrahydrofuran). The product is CC(C(=O)N1C(OC([C@@H]1C)(C)C)=O)(C)C ((S)-3-(2',2'-Dimethyl-1'-oxopropyl)-4,5,5-trimethyloxazolidin-2-one). Isolated yield 92.4%. As a reaction SMILES: [CH3:1][C@H:2]1[C:6]([CH3:8])([CH3:7])[O:5][C:4](=[O:9])[NH:3]1.C([Li])CCC.[C:15](Cl)(=[O:20])[C:16]([CH3:19])([CH3:18])[CH3:17]>O1CCCC1>[CH3:17][C:16]([CH3:19])([CH3:18])[C:15]([N:3]1[C@@H:2]([CH3:1])[C:6]([CH3:8])([CH3:7])[O:5][C:4]1=[O:9])=[O:20]. Procedure: Reaction of the auxiliary (5) (0.180 g, 1.40 mmol) in solution in tetrahydrofuran (3 ml) at -78° C. with butyllithium (1.4M, 1 ml, 1.41 mmol) and pivaloyl chloride (0.190 ml, 1.55 mmol) for 30 minutes and then at room temperature for 1 hour with work-up and recrystallisation at ca -10° C. from 60-80 petroleum ether furnished the title compound (16) as a solid (0.276 g, 93%); νmax (CH2Cl2) 1683 and 1775 cm-1 ; [α]D24 (c 1 in CHCl3)=+51.3; (Found: C, 62.25; H, 9.09; N, 6.45. C11H19NO3 requires C, ... Reactants: COC1=CC=C(C=C1)CN1N=C(C2=C1C(NC1=C(C2=O)C=CC(=C1)Cl)=O)C=O (1-(4-methoxyphenylmethyl)-7-chloro-3-formylpyrazolo[3,4-c][1]benzazepine-4,10(1H,9H)-dione), COC1=CC=C(C=C1)CN1N=C2C(NC3=C(C(C2=C1C=O)=O)C=CC(=C3)Cl)=O (2-(4-methoxyphenylmethyl)-7-chloro-3-formylpyrazolo[3,4-c][1]benzazepine-4,10(2H,9H)-dione), ceric ammonium nitrate. Run in C(C)#N (acetonitrile), O (water). Conditions: time 17 hour. The product is ClC1=CC2=C(C(C3=C(C(N2)=O)NN=C3C=O)=O)C=C1 (7-Chloro-3-formylpyrazolo[3,4-c][1]benzazepine-4,10(1H,9H)-dione). Isolated yield 9.0%. RXN SMILES: COC1C=CC(C[N:10]2[C:14]3[C:15](=[O:26])[NH:16][C:17]4[CH:24]=[C:23]([Cl:25])[CH:22]=[CH:21][C:18]=4[C:19](=[O:20])[C:13]=3[C:12]([CH:27]=[O:28])=[N:11]2)=CC=1.COC1C=CC(CN2C(C=O)=C3C(C(=O)NC4C=C(Cl)C=CC=4C3=O)=N2)=CC=1>C(#N)C.O>[Cl:25][C:23]1[CH:22]=[CH:21][C:18]2[C:19](=[O:20])[C:13]3[C:12]([CH:27]=[O:28])=[N:11][NH:10][C:14]=3[C:15](=[O:26])[NH:16][C:17]=2[CH:24]=1. Reported procedure: A solution of 1-(4-methoxyphenylmethyl)-7-chloro-3-formylpyrazolo[3,4-c][1]benzazepine-4,10(1H,9H)-dione or 2-(4-methoxyphenylmethyl)-7-chloro-3-formylpyrazolo[3,4-c][1]benzazepine-4,10(2H,9H)-dione from Example 20(b) above (400 mg, 1.01 mmol) and ceric ammonium nitrate (2.2 g, 4.03 mmol) in a mixture of acetonitrile (12 mL) and water (4 mL) was stirred for 17 hours at room temperature and filtered. The isolated solid was washed with a mixture of acetonitrile (12 ml,) and water (4 mL) followed b...